This data is from the Open Reaction Database (ORD), a public repository of structured organic reaction records. The task is: describe an organic reaction: reactants, conditions, products, and yield Product: C(CCCCCCCCC)=C1C(N(C(S1)=O)CCCCSC1=CC=CC=2N1C=CN2)=O (5-decylidene-3-[4-(imidazo[1,2-a]pyridin-5-ylthio)butyl]thiazolidine-2,4-dione). As a reaction SMILES: [N:1]1[CH:2]=[CH:3][N:4]2[C:9]([S:10][CH2:11][CH2:12][CH2:13][CH2:14][N:15]3[C:19](=[O:20])[CH2:18][S:17][C:16]3=[O:21])=[CH:8][CH:7]=[CH:6][C:5]=12.N1[CH2:27][CH2:26][CH2:25][CH2:24][CH2:23]1>C(O)C>[CH:23](=[C:18]1[S:17][C:16](=[O:21])[N:15]([CH2:14][CH2:13][CH2:12][CH2:11][S:10][C:9]2[N:4]3[CH:3]=[CH:2][N:1]=[C:5]3[CH:6]=[CH:7][CH:8]=2)[C:19]1=[O:20])[CH2:24][CH2:25][CH2:26][CH2:27][CH2:5][CH2:6][CH2:7][CH2:8][CH3:9]. Solvent: C(C)O (ethanol). Starting materials: N=1C=CN2C1C=CC=C2SCCCCN2C(SCC2=O)=O (3-[4-(imidazo-[1,2-a]pyridin-5-ylthio)butyl]thiazolidine-2,4-dione), decylaldehyde, N1CCCCC1 (piperidine). Procedure details: To a solution of 2.41 g (7.5 mmol) of 3-[4-(imidazo-[1,2-a]pyridin-5-ylthio)butyl]thiazolidine-2,4-dione and 1.41 ml (7.5 mmol) of decylaldehyde in 50 ml of ethanol, 0.08 ml (0.8 mmol) of piperidine was added, followed by refluxing for 2 hours. After the reaction mixture was cooled, the solvent was distilled off. The residue was dissolved in chloroform, washed with saturated aqueous sodium hydrogen carbonate and dried, after which the solvent was distilled off. The residue was purified by column... Starting materials: C(C)(=O)N1CCC2=CC(=CC=C12)NC(OCC(Cl)(Cl)Cl)=O (2,2,2-trichloroethyl (1-acetyl-2,3-dihydro-1H-indol-5-yl)carbamate), C1(=CC=CC=C1)C=1N=C(SC1)N1CCNCC1 (1-(4-phenyl-1,3-thiazol-2-yl)piperazine), C(C)(C)N(CC)C(C)C (diisopropylethylamine), CS(=O)C (dimethylsulfoxide). Run in O (water). Yields the product C(C)(=O)N1CCC2=CC(=CC=C12)NC(=O)N1CCN(CC1)C=1SC=C(N1)C1=CC=CC=C1 (N-(1-Acetyl-2,3-dihydro-1H-indol-5-yl)-4-(4-phenyl-1,3-thiazol-2-yl)piperazine-1-carboxamide). As a reaction SMILES: [C:1]([N:4]1[C:12]2[C:7](=[CH:8][C:9]([NH:13][C:14](=[O:21])OCC(Cl)(Cl)Cl)=[CH:10][CH:11]=2)[CH2:6][CH2:5]1)(=[O:3])[CH3:2].[C:22]1([C:28]2[N:29]=[C:30]([N:33]3[CH2:38][CH2:37][NH:36][CH2:35][CH2:34]3)[S:31][CH:32]=2)[CH:27]=[CH:26][CH:25]=[CH:24][CH:23]=1.C(N(C(C)C)CC)(C)C.CS(C)=O>O>[C:1]([N:4]1[C:12]2[C:7](=[CH:8][C:9]([NH:13][C:14]([N:36]3[CH2:37][CH2:38][N:33]([C:30]4[S:31][CH:32]=[C:28]([C:22]5[CH:27]=[CH:26][CH:25]=[CH:24][CH:23]=5)[N:29]=4)[CH2:34][CH2:35]3)=[O:21])=[CH:10][CH:11]=2)[CH2:6][CH2:5]1)(=[O:3])[CH3:2]. Procedure: A solution of 2,2,2-trichloroethyl (1-acetyl-2,3-dihydro-1H-indol-5-yl)carbamate (200 mg, 0.569 mmol), 1-(4-phenyl-1,3-thiazol-2-yl)piperazine (140 mg, 0.569 mmol), diisopropylethylamine (0.198 ml, 1.14 mmol) and dimethylsulfoxide (4 ml) was stirred at 70° C. for 48 hours, the reaction mixture was poured into water and the mixture was extracted with ethyl acetate. The extract was washed with water and dried over anhydrous magnesium sulfate. The solvent was distilled off under reduced pressure. T... Starting materials: CC(C)(C)[Mg+], C1CCOC1, CC1(O)C(O)C(CO)OC1n1ccc(N)nc1=O, [Cl-], CCCCC(CCC)OC(=O)C(C)NP(=O)(Cl)Oc1ccccc1. The product is CCCCC(CCC)OC(=O)C(C)NP(=O)(OCC1OC(n2ccc(N)nc2=O)C(C)(O)C1O)Oc1ccccc1. Reaction SMILES: [C:20]([Mg+:21])([CH3:22])([CH3:23])[CH3:24].[CH2:49]1[O:50][CH2:51][CH2:52][CH2:53]1.[CH3:1][C:2]1([OH:18])[CH:3]([n:10]2[c:11](=[O:12])[n:13][c:14]([NH2:15])[cH:16][cH:17]2)[O:4][CH:5]([CH2:8][OH:9])[CH:6]1[OH:7].[Cl-:19].[Cl:25][P:26](=[O:27])([O:28][c:29]1[cH:30][cH:31][cH:32][cH:33][cH:34]1)[NH:35][CH:36]([CH3:37])[C:38](=[O:39])[O:40][CH:41]([CH2:42][CH2:43][CH2:44][CH3:45])[CH2:46][CH2:47][CH3:48]>>[CH3:1][C:2]1([OH:18])[CH:3]([n:10]2[c:11](=[O:12])[n:13][c:14]([NH2:15])[cH:16][cH:17]2)[O:4][CH:5]([CH2:8][O:9][P:26](=[O:27])([O:28][c:29]2[cH:30][cH:31][cH:32][cH:33][cH:34]2)[NH:35][CH:36]([CH3:37])[C:38](=[O:39])[O:40][CH:41]([CH2:42][CH2:43][CH2:44][CH3:45])[CH2:46][CH2:47][CH3:48])[CH:6]1[OH:7]. Reactants: [Cr](=O)(=O)([O-])O[Cr](=O)(=O)[O-].[NH+]1=CC=CC=C1.[NH+]1=CC=CC=C1 (pyridinium dichromate), C(CCCCCC\C=C/CCCCC)O ((Z)-8-tetradecen-1-ol). Run in ClCCl (dichloromethane), ClCCl (dichloromethane). Product: C(CCCCCC\C=C/CCCCC)=O ((Z)-8-Tetradecenal). Reaction SMILES: [Cr](O[Cr]([O-])(=O)=O)([O-])(=O)=O.[NH+]1C=CC=CC=1.[NH+]1C=CC=CC=1.[CH2:22]([OH:36])[CH2:23][CH2:24][CH2:25][CH2:26][CH2:27][CH2:28]/[CH:29]=[CH:30]\[CH2:31][CH2:32][CH2:33][CH2:34][CH3:35]>ClCCl>[CH:22](=[O:36])[CH2:23][CH2:24][CH2:25][CH2:26][CH2:27][CH2:28]/[CH:29]=[CH:30]\[CH2:31][CH2:32][CH2:33][CH2:34][CH3:35] |f:0.1.2|. Procedure details: 15.8 g pyridinium dichromate in 300 ml dichloromethane were initially introduced under blanketing gas and 5.93 g (Z)-8-tetradecen-1-ol (5) in 50 ml dichloromethane was added, with stirring. The reaction mixture was stirred for 15 h at room temperature and filtered through silica gel. Distillation under a high vacuum gave (Z)-8-tetradecenal (6). The reactants are B, CC(=O)O, Cl, O=C1CCc2ncc3ccccc3c2N1, [Na+], C1CCOC1, [OH-], O. Product: c1ccc2c3c(ncc2c1)CCCN3. RXN SMILES: [BH3:16].[CH3:25][C:26](=[O:27])[OH:28].[ClH:19].[NH:1]1[c:2]2[c:3]3[c:4]([cH:5][n:6][c:7]2[CH2:8][CH2:9][C:10]1=[O:11])[cH:12][cH:13][cH:14][cH:15]3.[Na+:18].[O:20]1[CH2:21][CH2:22][CH2:23][CH2:24]1.[OH-:17].[OH2:29]>>[NH:1]1[c:2]2[c:3]3[c:4]([cH:5][n:6][c:7]2[CH2:8][CH2:9][CH2:10]1)[cH:12][cH:13][cH:14][cH:15]3. Reactants: C1(=CC=CC=C1)C=1N=C(OC1C1=CC=CC=C1)C=1C(CCCC1)CC=1C(=C(C(=O)OC)C=CC1)C (methyl 3-{[2-(4,5-diphenyloxazol-2-yl)-2-cyclohexen-1-yl]methyl}-2-methylbenzoate). Reagents/catalysts: [Pd] (Pd/C). Run in CCOC(=O)C (EtOAc), CO (MeOH). Run at time 18 hour. The product is C1(=CC=CC=C1)C=1N=C(OC1C1=CC=CC=C1)C1C(CCCC1)CC=1C(=C(C(=O)OC)C=CC1)C (methyl 3-{[2-(4,5-diphenyloxazol-2-yl)-1-cyclohexyl]methyl}-2-methyl-benzoate). The yield is 96.5%. As a reaction SMILES: [C:1]1([C:7]2[N:8]=[C:9]([C:18]3[CH:19]([CH2:24][C:25]4[C:26]([CH3:35])=[C:27]([CH:32]=[CH:33][CH:34]=4)[C:28]([O:30][CH3:31])=[O:29])[CH2:20][CH2:21][CH2:22][CH:23]=3)[O:10][C:11]=2[C:12]2[CH:17]=[CH:16][CH:15]=[CH:14][CH:13]=2)[CH:6]=[CH:5][CH:4]=[CH:3][CH:2]=1>CCOC(C)=O.CO.[Pd]>[C:1]1([C:7]2[N:8]=[C:9]([CH:18]3[CH2:23][CH2:22][CH2:21][CH2:20][CH:19]3[CH2:24][C:25]3[C:26]([CH3:35])=[C:27]([CH:32]=[CH:33][CH:34]=3)[C:28]([O:30][CH3:31])=[O:29])[O:10][C:11]=2[C:12]2[CH:17]=[CH:16][CH:15]=[CH:14][CH:13]=2)[CH:2]=[CH:3][CH:4]=[CH:5][CH:6]=1. Procedure details: To a solution of methyl 3-{[2-(4,5-diphenyloxazol-2-yl)-2-cyclohexen-1-yl]methyl}-2-methylbenzoate (119 mg) in EtOAc (8 m1) and MeOH (10 ml) was added 10% Pd/C (wet) (60 mg) and the mixture was stirred under hydrogen atmosphere at 3 atm at room temperature for 18 hours. The catalyst was removed by filtration and the filtrate was evaporated to give methyl 3-{[2-(4,5-diphenyloxazol-2-yl)-1-cyclohexyl]methyl}-2-methyl-benzoate (115.3 mg) as an amorphous solid.